This data is from the Open Reaction Database (ORD), a public repository of structured organic reaction records. The task is: describe an organic reaction: reactants, conditions, products, and yield The reactants are BrB(Br)Br, COc1ccc(-c2noc3ccsc23)cc1, ClCCl. The product is Oc1ccc(-c2noc3ccsc23)cc1. RXN SMILES: [B:17]([Br:18])([Br:19])[Br:20].[CH3:1][O:2][c:3]1[cH:4][cH:5][c:6](-[c:9]2[n:10][o:11][c:12]3[c:13]2[s:14][cH:15][cH:16]3)[cH:7][cH:8]1.[Cl:21][CH2:22][Cl:23]>>[OH:2][c:3]1[cH:4][cH:5][c:6](-[c:9]2[n:10][o:11][c:12]3[c:13]2[s:14][cH:15][cH:16]3)[cH:7][cH:8]1. The reactants are Oc1ccc2oc(-c3ccc4ccc(Cl)cc4n3)cc2c1, ClCc1ccccc1CCl, [H-], [Na+], C1CCOC1. Yields the product ClCc1ccccc1COc1ccc2oc(-c3ccc4ccc(Cl)cc4n3)cc2c1. RXN SMILES: [Cl:1][c:2]1[cH:3][cH:4][c:5]2[cH:6][cH:7][c:8](-[c:12]3[o:13][c:14]4[c:15]([cH:16]3)[cH:17][c:18]([OH:21])[cH:19][cH:20]4)[n:9][c:10]2[cH:11]1.[Cl:24][CH2:25][c:26]1[c:27]([CH2:32][Cl:33])[cH:28][cH:29][cH:30][cH:31]1.[H-:22].[Na+:23].[O:34]1[CH2:35][CH2:36][CH2:37][CH2:38]1>>[Cl:1][c:2]1[cH:3][cH:4][c:5]2[cH:6][cH:7][c:8](-[c:12]3[o:13][c:14]4[c:15]([cH:16]3)[cH:17][c:18]([O:21][CH2:32][c:27]3[c:26]([CH2:25][Cl:24])[cH:31][cH:30][cH:29][cH:28]3)[cH:19][cH:20]4)[n:9][c:10]2[cH:11]1. Starting materials: CCc1nn(C2CCCC2)c2cc(C(=O)Cl)ccc12, NCc1ccncc1. Product: CCc1nn(C2CCCC2)c2cc(C(=O)NCc3ccncc3)ccc12. Reaction SMILES: [CH:1]1([n:6]2[n:7][c:8]([CH2:18][CH3:19])[c:9]3[cH:10][cH:11][c:12]([C:15](=[O:16])[Cl:17])[cH:13][c:14]23)[CH2:2][CH2:3][CH2:4][CH2:5]1.[NH2:20][CH2:21][c:22]1[cH:23][cH:24][n:25][cH:26][cH:27]1>>[CH:1]1([n:6]2[n:7][c:8]([CH2:18][CH3:19])[c:9]3[cH:10][cH:11][c:12]([C:15](=[O:16])[NH:20][CH2:21][c:22]4[cH:23][cH:24][n:25][cH:26][cH:27]4)[cH:13][c:14]23)[CH2:2][CH2:3][CH2:4][CH2:5]1.